Dataset: the Open Reaction Database (ORD), a public repository of structured organic reaction records. Task: describe an organic reaction: reactants, conditions, products, and yield Reactants: C=CCN, C=CCNc1nc(Cl)nc2ccc([N+](=O)[O-])cc12, O. The product is C=CCNc1nc(NCC=C)c2cc([N+](=O)[O-])ccc2n1. Reaction SMILES: [CH2:19]([CH:20]=[CH2:21])[NH2:22].[CH2:1]([CH:2]=[CH2:3])[NH:4][c:5]1[n:6][c:7]([Cl:18])[n:8][c:9]2[cH:10][cH:11][c:12]([N+:15](=[O:16])[O-:17])[cH:13][c:14]12.[OH2:23]>>[CH2:1]([CH:2]=[CH2:3])[NH:4][c:5]1[n:6][c:7]([NH:22][CH2:19][CH:20]=[CH2:21])[n:8][c:9]2[cH:10][cH:11][c:12]([N+:15](=[O:16])[O-:17])[cH:13][c:14]12. Procedure details: 800 ml solution of 25.0 g tert-butyl 4-oxo-1-piperidinecarboxylate in diethyl ether was cooled in ice/methanol, and 138 ml solution of allylmagnesium bromide (1 M in diethyl ether) was added dropwise thereinto. The reaction mixture was stirred for 3 hr and 10 min. The reaction solution was poured into a mixture of saturated aqueous ammonium chloride and ice. The diethyl ether layer was recovered and washed with brine. It was dried over anhydrous magnesium sulfate, and then filtered. The filtrate... Run in C(C)OCC (diethyl ether), ice methanol. Starting materials: solution, O=C1CCN(CC1)C(=O)OC(C)(C)C (tert-butyl 4-oxo-1-piperidinecarboxylate), [Cl-].[NH4+] (ammonium chloride), solution, C(C=C)[Mg]Br (allylmagnesium bromide). The product is C(C=C)C1(CCN(CC1)C(=O)OC(C)(C)C)O (tert-butyl 4-allyl-4-hydroxy-1-piperidinecarboxylate). Reaction SMILES: [O:1]=[C:2]1[CH2:7][CH2:6][N:5]([C:8]([O:10][C:11]([CH3:14])([CH3:13])[CH3:12])=[O:9])[CH2:4][CH2:3]1.[CH2:15]([Mg]Br)[CH:16]=[CH2:17].[Cl-].[NH4+]>C(OCC)C>[CH2:17]([C:2]1([OH:1])[CH2:3][CH2:4][N:5]([C:8]([O:10][C:11]([CH3:14])([CH3:13])[CH3:12])=[O:9])[CH2:6][CH2:7]1)[CH:16]=[CH2:15] |f:2.3|. Run at time 10 minute. The reactants are O=C([O-])[O-], CC#N, [Cs+], [Cs+], O=C(c1cnc(Cl)s1)N1CCC1, COCC(C)Oc1cc(O)cc(C(=O)Nc2cnc(C)cn2)c1. Yields the product COCC(C)Oc1cc(Oc2ncc(C(=O)N3CCC3)s2)cc(C(=O)Nc2cnc(C)cn2)c1. As a reaction SMILES: [C:1](=[O:2])([O-:3])[O-:4].[CH3:42][C:43]#[N:44].[Cs+:5].[Cs+:6].[N:30]1([C:34](=[O:35])[c:36]2[cH:37][n:38][c:39]([Cl:41])[s:40]2)[CH2:31][CH2:32][CH2:33]1.[OH:7][c:8]1[cH:9][c:10]([C:11](=[O:12])[NH:13][c:14]2[n:15][cH:16][c:17]([CH3:20])[n:18][cH:19]2)[cH:21][c:22]([O:24][CH:25]([CH2:26][O:27][CH3:28])[CH3:29])[cH:23]1>>[O:7]([c:8]1[cH:9][c:10]([C:11](=[O:12])[NH:13][c:14]2[n:15][cH:16][c:17]([CH3:20])[n:18][cH:19]2)[cH:21][c:22]([O:24][CH:25]([CH2:26][O:27][CH3:28])[CH3:29])[cH:23]1)[c:39]1[n:38][cH:37][c:36]([C:34]([N:30]2[CH2:31][CH2:32][CH2:33]2)=[O:35])[s:40]1. Starting materials: O=C1CCC(=O)N1Cl, CN(C)C=O, CC(C)(C)OC(=O)N1CCC(C2CCN(c3cnccn3)CC2)CC1. The product is CC(C)(C)OC(=O)N1CCC(C2CCN(c3cnc(Cl)cn3)CC2)CC1. RXN SMILES: [Cl:26][N:27]1[C:28](=[O:29])[CH2:30][CH2:31][C:32]1=[O:33].[O:34]=[CH:35][N:36]([CH3:37])[CH3:38].[n:1]1[c:2]([N:7]2[CH2:8][CH2:9][CH:10]([CH:13]3[CH2:14][CH2:15][N:16]([C:19](=[O:20])[O:21][C:22]([CH3:23])([CH3:24])[CH3:25])[CH2:17][CH2:18]3)[CH2:11][CH2:12]2)[cH:3][n:4][cH:5][cH:6]1>>[n:1]1[c:2]([N:7]2[CH2:8][CH2:9][CH:10]([CH:13]3[CH2:14][CH2:15][N:16]([C:19](=[O:20])[O:21][C:22]([CH3:23])([CH3:24])[CH3:25])[CH2:17][CH2:18]3)[CH2:11][CH2:12]2)[cH:3][n:4][c:5]([Cl:26])[cH:6]1. Reactants: O=C([O-])[O-], CCN1Cc2c(Cl)ccnc2NC1=O, [Cs+], [Cs+], Oc1ccc(-c2cnc3c(ccn3-c3ccc(F)cc3)c2)cc1, CN(C)C=O. Yields the product CCN1Cc2c(Oc3ccc(-c4cnc5c(ccn5-c5ccc(F)cc5)c4)cc3)ccnc2NC1=O. RXN SMILES: [C:38](=[O:39])([O-:40])[O-:41].[Cl:1][c:2]1[cH:3][cH:4][n:5][c:6]2[c:11]1[CH2:10][N:9]([CH2:12][CH3:13])[C:8](=[O:14])[NH:7]2.[Cs+:42].[Cs+:43].[F:15][c:16]1[cH:17][cH:18][c:19](-[n:22]2[cH:23][cH:24][c:25]3[c:26]2[n:27][cH:28][c:29](-[c:31]2[cH:32][cH:33][c:34]([OH:37])[cH:35][cH:36]2)[cH:30]3)[cH:20][cH:21]1.[O:44]=[CH:45][N:46]([CH3:47])[CH3:48]>>[c:2]1([O:37][c:34]2[cH:33][cH:32][c:31](-[c:29]3[cH:28][n:27][c:26]4[n:22](-[c:19]5[cH:18][cH:17][c:16]([F:15])[cH:21][cH:20]5)[cH:23][cH:24][c:25]4[cH:30]3)[cH:36][cH:35]2)[cH:3][cH:4][n:5][c:6]2[c:11]1[CH2:10][N:9]([CH2:12][CH3:13])[C:8](=[O:14])[NH:7]2.